describe an organic reaction: reactants, conditions, products, and yield From a dataset of the Open Reaction Database (ORD), a public repository of structured organic reaction records. The reactants are NC1=C(C(=O)O)C=CC=C1OC (2-amino-3-methoxy benzoic acid), CCN=C=NCCCN(C)C.Cl (EDCl), C=1C=CC2=C(C1)N=NN2O (HOBt), CN1CCOCC1 (N-methylmorpholine), N (ammonia). The solvent is O (water), C1CCOC1 (THF). Run at time 48 hour. Yields the product NC1=C(C(=O)N)C=CC=C1OC (2-amino-3-methoxy-benzamide). RXN SMILES: [NH2:1][C:2]1[C:10]([O:11][CH3:12])=[CH:9][CH:8]=[CH:7][C:3]=1[C:4](O)=[O:5].CC[N:15]=C=NCCCN(C)C.Cl.C1C=CC2N(O)N=NC=2C=1.CN1CCOCC1.N>C1COCC1.O>[NH2:1][C:2]1[C:10]([O:11][CH3:12])=[CH:9][CH:8]=[CH:7][C:3]=1[C:4]([NH2:15])=[O:5] |f:1.2|. Reported procedure: To a solution of 2-amino-3-methoxy benzoic acid (5.00 g, 29.9 mmol) in THF (50 mL) were added EDCl (6.88 g, 35.9 mmol), HOBt (4.85 g, 35.9 mmol), N-methylmorpholine (3.60 g, 35.9 mmol), and aqueous ammonia (50% v/v, 30 mL). Then, the reaction mixture was stirred at room temperature for 48 hours. Then, water was added and the product was extracted with ethyl acetate (2×250 mL). The combined organic phase was washed with water, then brine, and dried over anhydrous Na2SO4. Removal of solvent gave p...